This data is from the Open Reaction Database (ORD), a public repository of structured organic reaction records. The task is: describe an organic reaction: reactants, conditions, products, and yield The reactants are C(=C)(C)C1=NC2=CC(=CC=C2C(N1)=O)C(F)(F)F (2-isopropenyl-7-trifluoromethyl-3H-quinazolin-4-one), [Si](C)(C)(C)C=[N+]=[N-] (TMSCHN2). Yields the product CC1(NN=CC1)C1=NC2=CC(=CC=C2C(N1)=O)C(F)(F)F (2-(3-Methyl-3,4-dihydro-2H-pyrazol-3-yl)-7-trifluoromethyl-3H-quinazolin-4-one). Reaction SMILES: [C:1]([C:4]1[NH:13][C:12](=[O:14])[C:11]2[C:6](=[CH:7][C:8]([C:15]([F:18])([F:17])[F:16])=[CH:9][CH:10]=2)[N:5]=1)([CH3:3])=[CH2:2].[Si]([CH:23]=[N+:24]=[N-:25])(C)(C)C>>[CH3:2][C:1]1([C:4]2[NH:13][C:12](=[O:14])[C:11]3[C:6](=[CH:7][C:8]([C:15]([F:17])([F:18])[F:16])=[CH:9][CH:10]=3)[N:5]=2)[CH2:3][CH:23]=[N:24][NH:25]1. Procedure details: Following the procedure in Example 7, using 2-isopropenyl-7-trifluoromethyl-3H-quinazolin-4-one and TMSCHN2 as starting materials yielded the title compound as a white solid. The reactants are Clc1cccc(Cl)c1NC1=NCCN1, O=C(c1ccc2ccccc2n1)c1ncc[n-]1. Product: O=C(c1ccc2ccccc2n1)N1CCN=C1Nc1c(Cl)cccc1Cl. Reaction SMILES: [Cl:18][c:19]1[c:20]([NH:26][C:27]2=[N:31][CH2:30][CH2:29][NH:28]2)[c:21]([Cl:25])[cH:22][cH:23][cH:24]1.[n:1]1[c:2]([C:11](=[O:12])[c:13]2[n-:14][cH:15][cH:16][n:17]2)[cH:3][cH:4][c:5]2[cH:6][cH:7][cH:8][cH:9][c:10]12>>[n:1]1[c:2]([C:11](=[O:12])[N:31]2[C:27]([NH:26][c:20]3[c:19]([Cl:18])[cH:24][cH:23][cH:22][c:21]3[Cl:25])=[N:28][CH2:29][CH2:30]2)[cH:3][cH:4][c:5]2[cH:6][cH:7][cH:8][cH:9][c:10]12. Reactants: ClCCCl, CN(C)c1ccncc1, Nc1ccc2cnccc2c1, CC(C)[Si](OCC(C(=O)O)c1ccccc1)(C(C)C)C(C)C, c1ccncc1. Product: CC(C)[Si](OCC(C(=O)Nc1ccc2cnccc2c1)c1ccccc1)(C(C)C)C(C)C. Reaction SMILES: [CH2:23]([Cl:24])[CH2:25][Cl:26].[CH3:44][N:45]([c:46]1[cH:47][cH:48][n:49][cH:50][cH:51]1)[CH3:52].[NH2:27][c:28]1[cH:29][c:30]2[cH:31][cH:32][n:33][cH:34][c:35]2[cH:36][cH:37]1.[c:1]1([CH:7]([C:8](=[O:9])[OH:10])[CH2:11][O:12][Si:13]([CH:14]([CH3:15])[CH3:16])([CH:17]([CH3:18])[CH3:19])[CH:20]([CH3:21])[CH3:22])[cH:2][cH:3][cH:4][cH:5][cH:6]1.[cH:38]1[cH:39][cH:40][n:41][cH:42][cH:43]1>>[c:1]1([CH:7]([C:8](=[O:9])[NH:27][c:28]2[cH:29][c:30]3[cH:31][cH:32][n:33][cH:34][c:35]3[cH:36][cH:37]2)[CH2:11][O:12][Si:13]([CH:14]([CH3:15])[CH3:16])([CH:17]([CH3:18])[CH3:19])[CH:20]([CH3:21])[CH3:22])[cH:2][cH:3][cH:4][cH:5][cH:6]1. The reactants are COC(=O)CN(C(=O)OC(C)(C)C)C(C)(C)C, CC(C)C[AlH]CC(C)C, Cc1ccccc1, Cl. The product is CC(C)(C)OC(=O)N(CC=O)C(C)(C)C. Reaction SMILES: [CH3:10][O:11][C:12]([CH2:13][N:14]([C:15]([CH3:16])([CH3:17])[CH3:18])[C:19](=[O:20])[O:21][C:22]([CH3:23])([CH3:24])[CH3:25])=[O:26].[CH3:1][CH:2]([CH2:3][AlH:4][CH2:5][CH:6]([CH3:7])[CH3:8])[CH3:9].[CH3:28][c:29]1[cH:30][cH:31][cH:32][cH:33][cH:34]1.[ClH:27]>>[O:11]=[CH:12][CH2:13][N:14]([C:15]([CH3:16])([CH3:17])[CH3:18])[C:19](=[O:20])[O:21][C:22]([CH3:23])([CH3:24])[CH3:25].